This data is from the Open Reaction Database (ORD), a public repository of structured organic reaction records. The task is: describe an organic reaction: reactants, conditions, products, and yield Starting materials: CCOC(C)=O, CN(C)C=O, Cc1cc(F)ccc1-c1cc(N2CCC(NS(C)(=O)=O)C2)ncc1N(C)C(=O)C(C)(C)c1cc(C(F)(F)F)cc(C(F)(F)F)c1, [H-], CI, [Na+]. The product is Cc1cc(F)ccc1-c1cc(N2CCC(N(C)S(C)(=O)=O)C2)ncc1N(C)C(=O)C(C)(C)c1cc(C(F)(F)F)cc(C(F)(F)F)c1. RXN SMILES: [CH3:50][CH2:51][O:52][C:53](=[O:54])[CH3:55].[CH3:56][N:57]([CH3:58])[CH:59]=[O:60].[F:1][C:2]([c:3]1[cH:4][c:5]([C:13]([C:14](=[O:15])[N:16]([CH3:17])[c:18]2[cH:19][n:20][c:21]([N:32]3[CH2:33][CH:34]([NH:37][S:38](=[O:39])(=[O:40])[CH3:41])[CH2:35][CH2:36]3)[cH:22][c:23]2-[c:24]2[c:25]([CH3:31])[cH:26][c:27]([F:30])[cH:28][cH:29]2)([CH3:42])[CH3:43])[cH:6][c:7]([C:9]([F:10])([F:11])[F:12])[cH:8]1)([F:44])[F:45].[H-:46].[I:48][CH3:49].[Na+:47]>>[F:1][C:2]([c:3]1[cH:4][c:5]([C:13]([C:14](=[O:15])[N:16]([CH3:17])[c:18]2[cH:19][n:20][c:21]([N:32]3[CH2:33][CH:34]([N:37]([S:38](=[O:39])(=[O:40])[CH3:41])[CH3:50])[CH2:35][CH2:36]3)[cH:22][c:23]2-[c:24]2[c:25]([CH3:31])[cH:26][c:27]([F:30])[cH:28][cH:29]2)([CH3:42])[CH3:43])[cH:6][c:7]([C:9]([F:10])([F:11])[F:12])[cH:8]1)([F:44])[F:45]. Starting materials: [OH-].[Na+] (sodium hydroxide), CC=1C=C2N=CC=NC2=CC1 (6-methyl-quinoxaline), BrN1C(CCC1=O)=O (N-bromosuccinimide), C(C1=CC=CC=C1)(=O)OOC(C1=CC=CC=C1)=O (benzoyl peroxide). The solvent is O (water), ClC1=CC=CC=C1 (chlorobenzene). Conditions: temperature 85 celsius. Product: OCC=1C=C2N=CC=NC2=CC1 (6-hydroxymethyl-quinoxaline). RXN SMILES: [CH3:1][C:2]1[CH:3]=[C:4]2[C:9](=[CH:10][CH:11]=1)[N:8]=[CH:7][CH:6]=[N:5]2.BrN1C(=[O:18])CCC1=O.C(OOC(=O)C1C=CC=CC=1)(=O)C1C=CC=CC=1.[OH-].[Na+]>ClC1C=CC=CC=1.O>[OH:18][CH2:1][C:2]1[CH:3]=[C:4]2[C:9](=[CH:10][CH:11]=1)[N:8]=[CH:7][CH:6]=[N:5]2 |f:3.4|. Procedure: In a 100 ml flask, 6-methyl-quinoxaline (1.25 g, 8.68 mmol) was dissolved with N-bromosuccinimide (2.32, 13.0 mmol) and benzoyl peroxide (0.15 g, 0.62 mml) in 31 g of chlorobenzene. The mixture was heated up to 85° C. to give a pale yellow solution that turned reddish with time. The solution was maintained at 85° C. for two hours and it was then cooled to −10° C. and filtered. The solution was vacuum dried to give an orange solid residue. The orange solid was then mixed with an alkaline solution... Reported procedure: 6-bromohexahydro-2H-3,5-methanocyclopenta[b]furan-2-one, 72a, (28.0 g, 129.0 mmol) was treated with NaOH (258.0 mL of 2 M solution, 516.0 mmol) in H2O (350 mL) for 2 hour at room temperature. The reaction mixture was acidified with conc. HCl, extracted with Et2O. The organic phase was dried (Na2SO4), filtered and concentrated in vacuo. The resulting residue was purified by silica gel chromatography (0-20% MeOH/CH2Cl2 gradient) to provide 16 g of 6-oxonorbornane-2-carboxylic acid. Product: O=C1CC2CC(C1C2)C(=O)O (6-oxonorbornane-2-carboxylic acid). Reactants: Cl (HCl), BrC1C2CC3C1OC(C3C2)=O (6-bromohexahydro-2H-3,5-methanocyclopenta[b]furan-2-one), BrC1C2CC3C1OC(C3C2)=O (6-bromohexahydro-2H-3,5-methanocyclopenta[b]furan-2-one), [OH-].[Na+] (NaOH). Reaction SMILES: Br[CH:2]1[CH:6]2[O:7][C:8](=[O:11])[CH:9]3[CH2:10][CH:3]1[CH2:4][CH:5]23.[OH-:12].[Na+].Cl>O>[O:12]=[C:6]1[CH:5]2[CH2:4][CH:3]([CH2:10][CH:9]2[C:8]([OH:7])=[O:11])[CH2:2]1 |f:1.2|. Run in O (H2O). Reactants: C(C)(=O)OCC (ethyl acetate), C([O-])([O-])=O.[K+].[K+] (potassium carbonate), ClC1=CC(=C(C=C1[N+](=O)[O-])OC)N (4-chloro-5-nitro-2-aminoanisole), C1(=CC=CC=C1)OB(O)O (phenylboric acid). Reagents/catalysts: C=1C=CC(=CC1)[P](C=2C=CC=CC2)(C=3C=CC=CC3)[Pd]([P](C=4C=CC=CC4)(C=5C=CC=CC5)C=6C=CC=CC6)([P](C=7C=CC=CC7)(C=8C=CC=CC8)C=9C=CC=CC9)[P](C=1C=CC=CC1)(C=1C=CC=CC1)C=1C=CC=CC1 (tetrakis(triphenylphosphine)palladium). The solvent is COCCOC (1,2-dimethoxyethane). Run at temperature 80 celsius. Product: NC1=C(C=C(C(=C1)OC)[N+](=O)[O-])C1=CC=CC=C1 (2-Amino-4-methoxy-5-nitro-1-phenylbenzene). RXN SMILES: Cl[C:2]1[C:7]([N+:8]([O-:10])=[O:9])=[CH:6][C:5](OC)=[C:4]([NH2:13])[CH:3]=1.[C:14]1(OB(O)O)[CH:19]=[CH:18][CH:17]=[CH:16][CH:15]=1.[C:24](=O)([O-])[O-:25].[K+].[K+].C(OCC)(=O)C>COCCOC.C1C=CC([P]([Pd]([P](C2C=CC=CC=2)(C2C=CC=CC=2)C2C=CC=CC=2)([P](C2C=CC=CC=2)(C2C=CC=CC=2)C2C=CC=CC=2)[P](C2C=CC=CC=2)(C2C=CC=CC=2)C2C=CC=CC=2)(C2C=CC=CC=2)C2C=CC=CC=2)=CC=1>[NH2:13][C:4]1[CH:3]=[C:2]([O:25][CH3:24])[C:7]([N+:8]([O-:10])=[O:9])=[CH:6][C:5]=1[C:14]1[CH:19]=[CH:18][CH:17]=[CH:16][CH:15]=1 |f:2.3.4,^1:45,47,66,85|. Procedure details: 2.02 g (0.01 mole) of 4-chloro-5-nitro-2-aminoanisole and 0.013 mole of phenylboric acid were dissolved in 70 mL of 1,2-dimethoxyethane under argon. Then, 0.5 g (0.0005 mole) of tetrakis(triphenylphosphine)palladium and 13 mL of 2 N potassium carbonate solution were added, and the reaction mixture was heated to 80° C. At the end of the reaction, the reaction mixture was poured into 100 mL of ethyl acetate. The organic phase was extracted with dilute sodium hydroxide solution and then dried over ...